This data is from the Open Reaction Database (ORD), a public repository of structured organic reaction records. The task is: describe an organic reaction: reactants, conditions, products, and yield Starting materials: Cc1ncc(C(=O)OC(C)(C)C)cc1CC(C)C, Cl, C1COCCO1. The product is Cl, Cc1ncc(C(=O)O)cc1CC(C)C. Reaction SMILES: [C:1]([CH3:2])([CH3:3])([CH3:4])[O:5][C:6]([c:7]1[cH:8][n:9][c:10]([CH3:17])[c:11]([CH2:13][CH:14]([CH3:15])[CH3:16])[cH:12]1)=[O:18].[ClH:19].[O:20]1[CH2:21][CH2:22][O:23][CH2:24][CH2:25]1>>[ClH:19].[O:5]=[C:6]([c:7]1[cH:8][n:9][c:10]([CH3:17])[c:11]([CH2:13][CH:14]([CH3:15])[CH3:16])[cH:12]1)[OH:18]. Starting materials: FC(C=1C=C(C=CC1)C(=O)N=C=S)(F)F (3-(trifluoromethyl)-1-benzenecarbonyl isothiocyanate), FC(C=1C=C(C=CC1)C(=O)Cl)(F)F (3-(trifluoromethyl)-1-benzenecarbonyl chloride), COC=1C=C2C(=NC=NC2=CC1OC)OC1=CC=C(N)C=C1 (4-[(6,7-Dimethoxy-4-quinazolinyl)oxy]aniline). Solvent: C(C)O (ethanol), C(C)O (ethanol), C1(=CC=CC=C1)C (toluene). Conditions: time 2 hour. Yields the product FC(C=1C=C(C=CC1)C(=O)N=C=S)(F)F (3-(Trifluoromethyl)-1-benzenecarbonyl isothiocyanate), COC=1C=C2C(=NC=NC2=CC1OC)OC1=CC=C(C=C1)NC(=S)NC(C1=CC(=CC=C1)C(F)(F)F)=O (N-{4-[(6,7-Dimethoxy-4-quinazolinyl)oxy]phenyl}-N′-[3-(trifluoromethyl)benzoyl]thiourea). The yield is 85.0%. Reaction SMILES: FC(F)(F)C1C=C(C(Cl)=O)C=CC=1.[CH3:14][O:15][C:16]1[CH:17]=[C:18]2[C:23](=[CH:24][C:25]=1[O:26][CH3:27])[N:22]=[CH:21][N:20]=[C:19]2[O:28][C:29]1[CH:35]=[CH:34][C:32]([NH2:33])=[CH:31][CH:30]=1.[F:36][C:37]([F:50])([F:49])[C:38]1[CH:39]=[C:40]([C:44]([N:46]=[C:47]=[S:48])=[O:45])[CH:41]=[CH:42][CH:43]=1>C1(C)C=CC=CC=1.C(O)C>[F:49][C:37]([F:36])([F:50])[C:38]1[CH:39]=[C:40]([C:44]([N:46]=[C:47]=[S:48])=[O:45])[CH:41]=[CH:42][CH:43]=1.[CH3:14][O:15][C:16]1[CH:17]=[C:18]2[C:23](=[CH:24][C:25]=1[O:26][CH3:27])[N:22]=[CH:21][N:20]=[C:19]2[O:28][C:29]1[CH:35]=[CH:34][C:32]([NH:33][C:47]([NH:46][C:44](=[O:45])[C:40]2[CH:41]=[CH:42][CH:43]=[C:38]([C:37]([F:36])([F:50])[F:49])[CH:39]=2)=[S:48])=[CH:31][CH:30]=1. Procedure details: 3-(Trifluoromethyl)-1-benzenecarbonyl isothiocyanate was prepared using commercially available 3-(trifluoromethyl)-1-benzenecarbonyl chloride (80 mg) as a starting compound according to the description of the literature. 4-[(6,7-Dimethoxy-4-quinazolinyl)oxy]aniline (50 mg) was dissolved in toluene (5 ml) and ethanol (1 ml) to prepare a solution. A solution of 3-(trifluoromethyl)-1-benzenecarbonyl isothiocyanate in ethanol (1 ml) was then added to the solution, and the mixture was stirred at room...